From a dataset of the Open Reaction Database (ORD), a public repository of structured organic reaction records. describe an organic reaction: reactants, conditions, products, and yield The product is Cc1ccnc(OCc2ccc(C=O)cc2)c1. RXN SMILES: [Br:6][c:7]1[cH:8][cH:9][c:10]([CH2:11][O:12][c:13]2[n:14][cH:15][cH:16][c:17]([CH3:19])[cH:18]2)[cH:20][cH:21]1.[CH2:22]([Li:23])[CH2:24][CH2:25][CH3:26].[CH3:27][N:28]([CH3:29])[CH:30]=[O:31].[O:1]1[CH2:2][CH2:5][CH2:4][CH2:3]1.[OH2:32]>>[O:1]=[CH:2][c:7]1[cH:8][cH:9][c:10]([CH2:11][O:12][c:13]2[n:14][cH:15][cH:16][c:17]([CH3:19])[cH:18]2)[cH:20][cH:21]1. Reactants: Cc1ccnc(OCc2ccc(Br)cc2)c1, [Li]CCCC, CN(C)C=O, C1CCOC1, O. The reactants are O=C([O-])[O-], CS(C)=O, [Cl-], COc1ccc(CN(c2nncs2)S(=O)(=O)c2cc(Cl)c(F)cc2F)c(OC)c1, Oc1cc(F)c(C(F)(F)F)cc1-c1ccnnc1, [K+], [K+], [NH4+], O. Yields the product COc1ccc(CN(c2nncs2)S(=O)(=O)c2cc(Cl)c(Oc3cc(F)c(C(F)(F)F)cc3-c3ccnnc3)cc2F)c(OC)c1. Reaction SMILES: [C:48](=[O:49])([O-:50])[O-:51].[CH3:54][S:55](=[O:56])[CH3:57].[Cl-:59].[Cl:1][c:2]1[c:3]([F:29])[cH:4][c:5]([F:28])[c:6]([S:8](=[O:9])(=[O:10])[N:11]([c:12]2[s:13][cH:14][n:15][n:16]2)[CH2:17][c:18]2[c:19]([O:26][CH3:27])[cH:20][c:21]([O:24][CH3:25])[cH:22][cH:23]2)[cH:7]1.[F:30][c:31]1[c:32]([C:44]([F:45])([F:46])[F:47])[cH:33][c:34](-[c:38]2[cH:39][n:40][n:41][cH:42][cH:43]2)[c:35]([OH:37])[cH:36]1.[K+:52].[K+:53].[NH4+:60].[OH2:58]>>[Cl:1][c:2]1[c:3]([O:37][c:35]2[c:34](-[c:38]3[cH:39][n:40][n:41][cH:42][cH:43]3)[cH:33][c:32]([C:44]([F:45])([F:46])[F:47])[c:31]([F:30])[cH:36]2)[cH:4][c:5]([F:28])[c:6]([S:8](=[O:9])(=[O:10])[N:11]([c:12]2[s:13][cH:14][n:15][n:16]2)[CH2:17][c:18]2[c:19]([O:26][CH3:27])[cH:20][c:21]([O:24][CH3:25])[cH:22][cH:23]2)[cH:7]1. Reactants: OCc1cc(Br)cc(C(F)(F)F)c1, O=C1CCC(=O)N1Br, CCOC(C)=O, C1CCOC1, c1ccc(P(c2ccccc2)c2ccccc2)cc1. Yields the product FC(F)(F)c1cc(Br)cc(CBr)c1. As a reaction SMILES: [Br:1][c:2]1[cH:3][c:4]([CH2:12][OH:13])[cH:5][c:6]([C:8]([F:9])([F:10])[F:11])[cH:7]1.[Br:33][N:34]1[C:35](=[O:36])[CH2:37][CH2:38][C:39]1=[O:40].[CH3:46][CH2:47][O:48][C:49](=[O:50])[CH3:51].[O:41]1[CH2:42][CH2:43][CH2:44][CH2:45]1.[c:14]1([P:15]([c:16]2[cH:17][cH:18][cH:19][cH:20][cH:21]2)[c:22]2[cH:23][cH:24][cH:25][cH:26][cH:27]2)[cH:28][cH:29][cH:30][cH:31][cH:32]1>>[Br:1][c:2]1[cH:3][c:4]([CH2:12][Br:33])[cH:5][c:6]([C:8]([F:9])([F:10])[F:11])[cH:7]1. The reactants are CC(C)(C)OC(=O)C(C)(C)Oc1cccc(CC(=O)O)c1, CN(C)C=O, ClC(Cl)Cl, O=C(Cl)C(=O)Cl, ClCCl, NC1CCCCC1. Yields the product CC(C)(C)OC(=O)C(C)(C)Oc1cccc(CC(=O)NC2CCCCC2)c1. Reaction SMILES: [C:1]([CH3:2])([CH3:3])([CH3:4])[O:5][C:6](=[O:7])[C:8]([CH3:9])([O:10][c:11]1[cH:12][c:13]([CH2:17][C:18](=[O:19])[OH:20])[cH:14][cH:15][cH:16]1)[CH3:21].[CH3:39][N:40]([CH3:41])[CH:42]=[O:43].[CH:35]([Cl:36])([Cl:37])[Cl:38].[Cl:22][C:23]([C:24]([Cl:25])=[O:26])=[O:27].[Cl:44][CH2:45][Cl:46].[NH2:28][CH:29]1[CH2:30][CH2:31][CH2:32][CH2:33][CH2:34]1>>[C:1]([CH3:2])([CH3:3])([CH3:4])[O:5][C:6](=[O:7])[C:8]([CH3:9])([O:10][c:11]1[cH:12][c:13]([CH2:17][C:18](=[O:20])[NH:28][CH:29]2[CH2:30][CH2:31][CH2:32][CH2:33][CH2:34]2)[cH:14][cH:15][cH:16]1)[CH3:21].